From a dataset of the Open Reaction Database (ORD), a public repository of structured organic reaction records. describe an organic reaction: reactants, conditions, products, and yield Starting materials: COC=1C=C2C(=NC=NC2=CC1OC)OC1=CC=C(N)C=C1 (4-[(6,7-Dimethoxy-4-quinazolinyl)oxy]aniline), ClC(Cl)(OC(OC(Cl)(Cl)Cl)=O)Cl (triphosgene), C([O-])(O)=O.[Na+] (sodium bicarbonate), OC1=C(C=CC=C1)C#N (2-hydroxyphenyl cyanide). The solvent is C(C)N(CC)CC (triethylamine), C1(=CC=CC=C1)C (toluene), C(Cl)Cl (methylene chloride). Product: COC=1C=C2C(=NC=NC2=CC1OC)OC1=CC=C(C=C1)NC(OC1=C(C=CC=C1)C#N)=O (2-Cyanophenyl N-{4-[(6,7-dimethoxy-4-quinazolinyl)oxy]phenyl}carbamate). Isolated yield 6.7%. Reaction SMILES: [CH3:1][O:2][C:3]1[CH:4]=[C:5]2[C:10](=[CH:11][C:12]=1[O:13][CH3:14])[N:9]=[CH:8][N:7]=[C:6]2[O:15][C:16]1[CH:22]=[CH:21][C:19]([NH2:20])=[CH:18][CH:17]=1.Cl[C:24](Cl)([O:26][C:27](=[O:33])OC(Cl)(Cl)Cl)Cl.O[C:36]1[CH:41]=[CH:40][CH:39]=C[C:37]=1[C:42]#[N:43].C(=O)(O)[O-].[Na+]>C(Cl)Cl.C(N(CC)CC)C.C1(C)C=CC=CC=1>[CH3:1][O:2][C:3]1[CH:4]=[C:5]2[C:10](=[CH:11][C:12]=1[O:13][CH3:14])[N:9]=[CH:8][N:7]=[C:6]2[O:15][C:16]1[CH:22]=[CH:21][C:19]([NH:20][C:27](=[O:33])[O:26][C:24]2[CH:39]=[CH:40][CH:41]=[CH:36][C:37]=2[C:42]#[N:43])=[CH:18][CH:17]=1 |f:3.4|. Procedure details: 4-[(6,7-Dimethoxy-4-quinazolinyl)oxy]aniline (50 mg) was added to toluene (5 ml), and triethylamine (0.5 ml), and the mixture was heated under reflux to prepare a solution. A solution of triphosgene (77 mg) in methylene chloride was then added thereto, and the mixture was heated under reflux for 10 min. Next, 2-hydroxyphenyl cyanide (31 mg) was added thereto, and the mixture was further stirred with heating under reflux for 3 hr. A saturated aqueous sodium bicarbonate solution was added to stop ... Reactants: Oc1ccc(OCCBr)cc1, CC(C)O, NCCCOc1ccccc1. Product: Br, Oc1ccc(OCCNCCCOc2ccccc2)cc1. Reaction SMILES: [Br:12][CH2:13][CH2:14][O:15][c:16]1[cH:17][cH:18][c:19]([OH:22])[cH:20][cH:21]1.[CH3:23][CH:24]([OH:25])[CH3:26].[O:1]([c:2]1[cH:3][cH:4][cH:5][cH:6][cH:7]1)[CH2:8][CH2:9][CH2:10][NH2:11]>>[BrH:12].[O:1]([c:2]1[cH:3][cH:4][cH:5][cH:6][cH:7]1)[CH2:8][CH2:9][CH2:10][NH:11][CH2:13][CH2:14][O:15][c:16]1[cH:17][cH:18][c:19]([OH:22])[cH:20][cH:21]1. The product is COC(=O)CCNC(C)(C)c1ccc(-c2nc3ccc(C4(c5ccccc5)CC4)nc3s2)c(F)c1. Starting materials: C=CC(=O)OC, ClCCl, CC(C)(N)c1ccc(-c2nc3ccc(C4(c5ccccc5)CC4)nc3s2)c(F)c1. RXN SMILES: [C:30]([CH:31]=[CH2:32])(=[O:33])[O:34][CH3:35].[Cl:36][CH2:37][Cl:38].[F:1][c:2]1[cH:3][c:4]([C:26]([CH3:27])([CH3:28])[NH2:29])[cH:5][cH:6][c:7]1-[c:8]1[s:9][c:10]2[n:11][c:12]([C:17]3([c:20]4[cH:21][cH:22][cH:23][cH:24][cH:25]4)[CH2:18][CH2:19]3)[cH:13][cH:14][c:15]2[n:16]1>>[F:1][c:2]1[cH:3][c:4]([C:26]([CH3:27])([CH3:28])[NH:29][CH2:32][CH2:31][C:30](=[O:33])[O:34][CH3:35])[cH:5][cH:6][c:7]1-[c:8]1[s:9][c:10]2[n:11][c:12]([C:17]3([c:20]4[cH:21][cH:22][cH:23][cH:24][cH:25]4)[CH2:18][CH2:19]3)[cH:13][cH:14][c:15]2[n:16]1.